From a dataset of the Open Reaction Database (ORD), a public repository of structured organic reaction records. describe an organic reaction: reactants, conditions, products, and yield Run in C(C)(=O)OCC (ethyl acetate), O1CCOCC1 (dioxane). As a reaction SMILES: [O-]P([O-])([O-])=O.[K+].[K+].[K+].[Cl:9][C:10]1[CH:15]=[CH:14][C:13]([C@H:16]2[C:25]3[C:20](=[CH:21][C:22]([O:30][CH3:31])=[C:23]([O:26][CH:27]([CH3:29])[CH3:28])[CH:24]=3)[CH2:19][C:18](=[O:32])[NH:17]2)=[CH:12][CH:11]=1.I[C:34]1[CH:39]=[CH:38][C:37]([C:40]([C:43]2[CH:48]=[CH:47][CH:46]=[C:45]([O:49][CH3:50])[CH:44]=2)([OH:42])[CH3:41])=[CH:36][CH:35]=1.N[C@@H]1CCCC[C@H]1N>C(OCC)(=O)C.[Cu]I.O1CCOCC1>[Cl:9][C:10]1[CH:11]=[CH:12][C:13]([C@H:16]2[C:25]3[C:20](=[CH:21][C:22]([O:30][CH3:31])=[C:23]([O:26][CH:27]([CH3:28])[CH3:29])[CH:24]=3)[CH2:19][C:18](=[O:32])[N:17]2[C:34]2[CH:35]=[CH:36][C:37]([C:40]([OH:42])([C:43]3[CH:48]=[CH:47][CH:46]=[C:45]([O:49][CH3:50])[CH:44]=3)[CH3:41])=[CH:38][CH:39]=2)=[CH:14][CH:15]=1 |f:0.1.2.3|. The reagents and catalysts are [Cu]I (copper(I)iodide). Yields the product ClC1=CC=C(C=C1)[C@@H]1N(C(CC2=CC(=C(C=C12)OC(C)C)OC)=O)C1=CC=C(C=C1)C(C)(C1=CC(=CC=C1)OC)O ((S)-1-(4-Chloro-phenyl)-2-{4-[1-hydroxy-1-(3-methoxy-phenyl)-ethyl]-phenyl}-7-isopropoxy-6-methoxy-1,4-dihydro-2H-isoquinolin-3-one). Reactants: [O-]P(=O)([O-])[O-].[K+].[K+].[K+] (K3PO4), ClC1=CC=C(C=C1)[C@@H]1NC(CC2=CC(=C(C=C12)OC(C)C)OC)=O ((S)-1-(4-chlorophenyl)-7-isopropoxy-6-methoxy-1,2-dihydroisoquinolin-3(4H)-one), IC1=CC=C(C=C1)C(C)(O)C1=CC(=CC=C1)OC (1-(4-iodophenyl)-1-(3-methoxyphenyl)ethanol), N[C@H]1[C@@H](CCCC1)N (trans-1,2-diaminocyclohexane). Procedure: A dry 10 ml microwave vial was charged with K3PO4 (123 mg, 0.578 mmol), (S)-1-(4-chlorophenyl)-7-isopropoxy-6-methoxy-1,2-dihydroisoquinolin-3(4H)-one (100 mg, 0.289 mmol), 1-(4-iodophenyl)-1-(3-methoxyphenyl)ethanol (113 mg, 0.318 mmol), trans-1,2-diaminocyclohexane (6.95 μl, 0.058 mmol) and dioxane (3 ml). The reaction mixture was degassed with argon in a sonic bath during 5 minutes. Then copper(I)iodide (11.01 mg, 0.058 mmol) was added. The vial was sealed and heated for 8 hrs to 100° C. in a...